This data is from the Open Reaction Database (ORD), a public repository of structured organic reaction records. The task is: describe an organic reaction: reactants, conditions, products, and yield Reactants: N, C1([C@H]2[C@H]([C@@H](C[C@@H]1C2)B([C@H]1[C@@H]([C@@H]2C([C@H](C1)C2)(C)C)C)Cl)C)(C)C, C1CN(C[C@@H](C1=O)O)S(=O)(=O)C. Reagents/catalysts: c1ccc(cc1)-c2c3ccccc3cc4ccccc24 (9-Phenylanthracene). Reaction conditions: temperature 25 celsius, time 18 hour. Product: CS(=O)(=O)N1CC[C@@H](N)[C@H](O)C1. RXN SMILES: [CH3:1][S:2]([N:5]1[CH2:11][C@H:9]([OH:10])[C:8](=O)[CH2:7][CH2:6]1)(=[O:4])=[O:3].[NH3:12].C[C@@H]1[C@H](C(C)(C)[C@@H]2C[C@H]1B([C@H]3[C@H](C)[C@H](C(C)(C)[C@@H]4C3)C4)Cl)C2>>[CH3:1][S:2]([N:5]1[CH2:11][C@@H:9]([OH:10])[C@H:8]([NH2:12])[CH2:7][CH2:6]1)(=[O:4])=[O:3]. Reactants: CC(=O)O, CCCCC(CC=CI)O[Si](C)(C)C, C1CCOC1, O. Product: CCCCC(O)CC=CI. RXN SMILES: [CH3:15][C:16](=[O:17])[OH:18].[I:1][CH:2]=[CH:3][CH2:4][CH:5]([CH2:6][CH2:7][CH2:8][CH3:9])[O:10][Si:11]([CH3:12])([CH3:13])[CH3:14].[O:19]1[CH2:20][CH2:21][CH2:22][CH2:23]1.[OH2:24]>>[I:1][CH:2]=[CH:3][CH2:4][CH:5]([CH2:6][CH2:7][CH2:8][CH3:9])[OH:10]. Starting materials: C(C(C)C)N([C@@H](CCCCN)C(=O)O)S(=O)(=O)C1=CC=C(C=C1)[N+](=O)[O-] (Nα-isobutyl-Nα-(4-nitrobenzenesulfonyl)-L-lysine), C1(=CC=CC=C1)S(=O)(=O)N[C@@H](CC1=CC=CC=C1)C(=O)O (Nα-benzenesulfonyl-L-phenylalanine). The product is title compound, N[C@@H](CCCCN)C(=O)O (L-lysine). Reaction SMILES: C([N:5](S(C1C=CC([N+]([O-])=O)=CC=1)(=O)=O)[C@H:6]([C:12]([OH:14])=[O:13])[CH2:7][CH2:8][CH2:9][CH2:10][NH2:11])C(C)C.C1(S(N[C@H](C(O)=O)CC2C=CC=CC=2)(=O)=O)C=CC=CC=1>>[NH2:5][C@H:6]([C:12]([OH:14])=[O:13])[CH2:7][CH2:8][CH2:9][CH2:10][NH2:11]. Reported procedure: The title compound was prepared from Nα-isobutyl-Nα-(4-nitrobenzenesulfonyl)-L-lysine (385 mg, 1.0 mmol, example 5, step C) as described in general procedure Bc using Nα-benzenesulfonyl-L-phenylalanine (335 mg, 1.1 mmol) which was prepared in step A of example 8. The final product was purified by preparative HPLC to yield 550 mg (85%) of Nα-(4-nitrobenzenesulfonyl)-Nα-isobutyl-Nε-(N′α-benzenesulfonyl)-L-phenylalanyl)-L-lysine. The latter derivative (200 mg) was hydrogenolysed following the indic... Starting materials: C(C1=CC=CC=C1)(C1=CC=CC=C1)=NC=1N=C2C(=NC1)N(C(=C2)C)COCC[Si](C)(C)C (Benzhydrylidene-[6-methyl-5-(2-trimethylsilanyl-ethoxymethyl)-5H-pyrrolo[2,3-b]pyrazin-2-yl]-amine), CC(=O)[O-].[Na+] (NaOAc), NO.Cl (NH2OH HCl). Run in CO (MeOH). Reaction conditions: time 8 hour. Product: CC1=CC=2C(=NC=C(N2)N)N1COCC[Si](C)(C)C (6-methyl-5-(2-trimethylsilanyl-ethoxymethyl)-5H-pyrrolo[2,3-b]pyrazin-2-ylamine). The yield is 58.4%. Reaction SMILES: C(=[N:14][C:15]1[N:16]=[C:17]2[CH:23]=[C:22]([CH3:24])[N:21]([CH2:25][O:26][CH2:27][CH2:28][Si:29]([CH3:32])([CH3:31])[CH3:30])[C:18]2=[N:19][CH:20]=1)(C1C=CC=CC=1)C1C=CC=CC=1.CC([O-])=O.[Na+].NO.Cl>CO>[CH3:24][C:22]1[N:21]([CH2:25][O:26][CH2:27][CH2:28][Si:29]([CH3:30])([CH3:32])[CH3:31])[C:18]2=[N:19][CH:20]=[C:15]([NH2:14])[N:16]=[C:17]2[CH:23]=1 |f:1.2,3.4|. Procedure: Benzhydrylidene-[6-methyl-5-(2-trimethylsilanyl-ethoxymethyl)-5H-pyrrolo[2,3-b]pyrazin-2-yl]-amine (0.158 g, 0.357 mmol), NaOAc (70 mg, 0.857 mmol) and NH2OH HCl (45 mg, 0.643 mmol) were dissolved in MeOH (4 mL) and stirred at RT overnight, and partitioned between EtOAc and brine. The organic layer was dried (MgSO4), filtered, concentrated, and purified by SiO2 chromatography (24 g SiO2, hexanes/EtOAc 0-90% EtOAc) to give 58 mg of 6-methyl-5-(2-trimethylsilanyl-ethoxymethyl)-5H-pyrrolo[2,3-b]pyr... Reactants: COC(=O)c1cccc(Nc2ccc(OC)cn2)c1OCC1CO1, CN(C)C=O, [K+], [K+], O=C([O-])[O-]. Yields the product COC(=O)c1cccc2c1OCC(CO)N2c1ccc(OC)cn1. As a reaction SMILES: [CH3:1][O:2][C:3]([c:4]1[c:5]([O:19][CH2:20][CH:21]2[O:22][CH2:23]2)[c:6]([NH:10][c:11]2[n:12][cH:13][c:14]([O:17][CH3:18])[cH:15][cH:16]2)[cH:7][cH:8][cH:9]1)=[O:24].[CH3:31][N:32]([CH3:33])[CH:34]=[O:35].[K+:25].[K+:26].[O-:27][C:28]([O-:29])=[O:30]>>[CH3:1][O:2][C:3]([c:4]1[c:5]2[c:6]([cH:7][cH:8][cH:9]1)[N:10]([c:11]1[n:12][cH:13][c:14]([O:17][CH3:18])[cH:15][cH:16]1)[CH:21]([CH2:23][OH:22])[CH2:20][O:19]2)=[O:24]. Starting materials: C(C1=CC=CC=C1)OC1=C(C=C(C(=O)O)C=C1C)CC (4-benzyloxy-3-ethyl-5-methyl-benzoic acid), C(CCl)Cl (EDC), C=1C=CC2=C(C1)N=NN2O (HOBt), CCN(C(C)C)C(C)C (DIPEA), Cl.Cl.NCC(OCC)(OCC)C1=NC(=NC(=C1)C)NC(C)C ([4-(2-amino-1,1-diethoxy-ethyl)-6-methyl-pyrimidin-2-yl]-isopropyl-amine dihydrochloride). Solvent: CCOC(=O)C (EtOAc), CN(C)C=O (DMF), CN(C)C=O (DMF). Reaction conditions: time 4 hour. Product: C(C1=CC=CC=C1)OC1=C(C=C(C(=O)NCC(C2=NC(=NC(=C2)C)NC(C)C)(OCC)OCC)C=C1C)CC (4-benzyloxy-N-[2,2-diethoxy-2-(2-isopropylamino-6-methyl-pyrimidin-4-yl)-ethyl]-3-ethyl-5-methyl-benzamide). Isolated yield 78.4%. RXN SMILES: [CH2:1]([O:8][C:9]1[C:17]([CH3:18])=[CH:16][C:12]([C:13]([OH:15])=O)=[CH:11][C:10]=1[CH2:19][CH3:20])[C:2]1[CH:7]=[CH:6][CH:5]=[CH:4][CH:3]=1.C(Cl)CCl.C1C=CC2N(O)N=NC=2C=1.CCN(C(C)C)C(C)C.Cl.Cl.[NH2:46][CH2:47][C:48]([C:55]1[CH:60]=[C:59]([CH3:61])[N:58]=[C:57]([NH:62][CH:63]([CH3:65])[CH3:64])[N:56]=1)([O:52][CH2:53][CH3:54])[O:49][CH2:50][CH3:51]>CN(C=O)C.CCOC(C)=O>[CH2:1]([O:8][C:9]1[C:17]([CH3:18])=[CH:16][C:12]([C:13]([NH:46][CH2:47][C:48]([O:52][CH2:53][CH3:54])([O:49][CH2:50][CH3:51])[C:55]2[CH:60]=[C:59]([CH3:61])[N:58]=[C:57]([NH:62][CH:63]([CH3:64])[CH3:65])[N:56]=2)=[O:15])=[CH:11][C:10]=1[CH2:19][CH3:20])[C:2]1[CH:3]=[CH:4][CH:5]=[CH:6][CH:7]=1 |f:4.5.6|. Procedure: To a solution of 4-benzyloxy-3-ethyl-5-methyl-benzoic acid (224 mg, 0.83 mmol) in DMF (5 mL), EDC (175 mg, 0.91 mmol) and HOBt (124 mg, 0.91 mmol) are added. The mixture is stirred at rt for 15 min before DIPEA (0.57 mL, 3.3 mmol) and a solution of crude [4-(2-amino-1,1-diethoxy-ethyl)-6-methyl-pyrimidin-2-yl]-isopropyl-amine dihydrochloride (174 mg, 0.83 mmol) in DMF (2.0 mL) is added. The mixture is stirred at rt for 4 h, diluted with EtOAc (30 mL), and washed with sat. aq. NaHCO3 (15 mL) and ... Reactants: C(C)(C)(C)C=1C=C(C=C(C1O)C(C)(C)C)C1=NNC2=NC=CC=C21 (3-(3,5-di-tertiary butyl-4-hydroxyphenyl)-1H-pyrazolo[3,4-b]pyridine), C([O-])([O-])=O.[K+].[K+] (potassium carbonate), C1(=CC=C(C=C1)S(=O)(=O)OCCOC)C (2-methoxyethyl p-toluenesulfonate). The solvent is CN(C=O)C (dimethylformamide). Conditions: temperature 60 celsius, time 7 hour. The product is C(C)(C)(C)C=1C=C(C=C(C1O)C(C)(C)C)C1=NN(C2=NC=CC=C21)CCOC (3-(3,5-di-tertiary butyl-4-hydroxyphenyl)-1-(2-methoxyethyl)-1H-pyrazolo[3,4-b]pyridine). Isolated yield 78.3%. RXN SMILES: [C:1]([C:5]1[CH:6]=[C:7]([C:16]2[C:24]3[C:19](=[N:20][CH:21]=[CH:22][CH:23]=3)[NH:18][N:17]=2)[CH:8]=[C:9]([C:12]([CH3:15])([CH3:14])[CH3:13])[C:10]=1[OH:11])([CH3:4])([CH3:3])[CH3:2].C(=O)([O-])[O-].[K+].[K+].C1(C)C=CC(S(O[CH2:41][CH2:42][O:43][CH3:44])(=O)=O)=CC=1>CN(C)C=O>[C:1]([C:5]1[CH:6]=[C:7]([C:16]2[C:24]3[C:19](=[N:20][CH:21]=[CH:22][CH:23]=3)[N:18]([CH2:41][CH2:42][O:43][CH3:44])[N:17]=2)[CH:8]=[C:9]([C:12]([CH3:15])([CH3:14])[CH3:13])[C:10]=1[OH:11])([CH3:2])([CH3:3])[CH3:4] |f:1.2.3|. Procedure details: To a solution of 7.8 g of 3-(3,5-di-tertiary butyl-4-hydroxyphenyl)-1H-pyrazolo[3,4-b]pyridine in 40 ml of dimethylformamide are added 4.9 g of potassium carbonate and 7.2 g of 2-methoxyethyl p-toluenesulfonate, and the mixture is stirred at 60° C. for 7 hours. The resulting mixture is poured into ice-cold water and the precipitate is extracted with toluene. The extract is washed with water, dried and concentrated. The residue is recrystallized from hexane to give 7.2 g of 3-(3,5-di-tertiary but... Reactants: ClCCOCC1(CCOCC1)C#N (4-((2-chloroethoxy)methyl)tetrahydro-2H-pyran-4-carbonitrile), NO (hydroxylamine). Product: ClCCOCC1(CCOCC1)C(NO)=N (4-((2-Chloroethoxy)methyl)-N-hydroxytetrahydro-2H-pyran-4-carboximidamide). Yield: 84.0%. As a reaction SMILES: [Cl:1][CH2:2][CH2:3][O:4][CH2:5][C:6]1([C:12]#[N:13])[CH2:11][CH2:10][O:9][CH2:8][CH2:7]1.[NH2:14][OH:15]>>[Cl:1][CH2:2][CH2:3][O:4][CH2:5][C:6]1([C:12](=[NH:13])[NH:14][OH:15])[CH2:7][CH2:8][O:9][CH2:10][CH2:11]1. Procedure details: Reaction of 4-((2-chloroethoxy)methyl)tetrahydro-2H-pyran-4-carbonitrile (10.78 g, 52.9 mmol) with hydroxylamine gave 10.59 g (84% yield) of the title material as a white solid. 1HNMR 400 MHz (CDCl3) δ (ppm): 1.60 (2H, m, CH2), 2.04 (2H, m, CH2), 3.52 (2H, s, CH2), 3.55-3.85 (8H, m, 4×CH2), 5.01 (2H, broad s). MS (ESI+) m/e 237 [M+H+]. Reactants: ( a ), C1(CCCCC1)CNCC(=O)N1CCOCC1 (4-{2-[(cyclohexylmethyl)amino]-1-oxoethyl}morpholine), C1(=CC=CC=C1)[C@H](C)N ((S)-1-phenylethylamine), 1-(naphthylmethyl)amine. Product: CN(C(CNCC1=CC=CC2=CC=CC=C12)=O)C (N,N-dimethyl-2-[(1-naphthylmethyl)amino]acetamide). Reaction SMILES: [C:1]1([C@@H](N)C)[CH:6]=CC=[CH:3][CH:2]=1.[CH:10]1([CH2:16][NH:17][CH2:18][C:19]([N:21]2[CH2:26]COC[CH2:22]2)=[O:20])[CH2:15][CH2:14][CH2:13][CH2:12][CH2:11]1>>[CH3:26][N:21]([CH3:22])[C:19](=[O:20])[CH2:18][NH:17][CH2:16][C:10]1[C:11]2[C:12](=[CH:6][CH:1]=[CH:2][CH:3]=2)[CH:13]=[CH:14][CH:15]=1. Procedure details: By following the procedure of section (a) of this example but replacing (S)-1-phenylethylamine with twice the equivalent amount of 1-(naphthylmethyl)amine and omitting the triethylamine, N,N-dimethyl-2-[(1-naphthylmethyl)amino]acetamide [1H NMR(CDCl3) δ8.25 (dd, J=1.2 Hz,8.0 Hz,1H), 7.86 (dd, J=1.8 Hz,7.6 Hz,1H), 7.79 (broad d, J=8.1 Hz,1H), 7.60-7.39 (m,4H), 4.30 (s,2H), 3.52 (s,2H), 2.97 (s,3H), 2.90 (s,3H)] was obtained.